Dataset: the Open Reaction Database (ORD), a public repository of structured organic reaction records. Task: describe an organic reaction: reactants, conditions, products, and yield The reactants are CN(C)C(=O)Cl, Nc1ncc(F)c2c(C(=O)C(=O)N3CCN(c4nnnn4-c4ccccc4)CC3)c[nH]c12, c1ccncc1. As a reaction SMILES: [CH3:33][N:34]([C:35](=[O:36])[Cl:37])[CH3:38].[NH2:1][c:2]1[n:3][cH:4][c:5]([F:32])[c:6]2[c:7]1[nH:8][cH:9][c:10]2[C:11]([C:12](=[O:13])[N:14]1[CH2:15][CH2:16][N:17]([c:20]2[n:21][n:22][n:23][n:24]2-[c:25]2[cH:26][cH:27][cH:28][cH:29][cH:30]2)[CH2:18][CH2:19]1)=[O:31].[cH:39]1[cH:40][cH:41][n:42][cH:43][cH:44]1>>[NH:1]([c:2]1[n:3][cH:4][c:5]([F:32])[c:6]2[c:7]1[nH:8][cH:9][c:10]2[C:11]([C:12](=[O:13])[N:14]1[CH2:15][CH2:16][N:17]([c:20]2[n:21][n:22][n:23][n:24]2-[c:25]2[cH:26][cH:27][cH:28][cH:29][cH:30]2)[CH2:18][CH2:19]1)=[O:31])[C:35]([N:34]([CH3:33])[CH3:38])=[O:36]. The product is CN(C)C(=O)Nc1ncc(F)c2c(C(=O)C(=O)N3CCN(c4nnnn4-c4ccccc4)CC3)c[nH]c12. Reactants: O=C([O-])[O-], COc1ccc(C#N)cc1, CCO, Cl, [K+], [K+], NO. The product is COc1ccc(C(N)=NO)cc1. Reaction SMILES: [C:14](=[O:15])([O-:16])[O-:17].[CH3:1][O:2][c:3]1[cH:4][cH:5][c:6]([C:7]#[N:8])[cH:9][cH:10]1.[CH3:20][CH2:21][OH:22].[ClH:11].[K+:18].[K+:19].[NH2:12][OH:13]>>[CH3:1][O:2][c:3]1[cH:4][cH:5][c:6]([C:7]([NH2:8])=[N:12][OH:13])[cH:9][cH:10]1. Starting materials: COCCN1CCNCC1, NNc1cc(Cl)ncn1, O. Yields the product COCCN1CCN(c2cc(NN)ncn2)CC1. Reaction SMILES: [CH3:10][O:11][CH2:12][CH2:13][N:14]1[CH2:15][CH2:16][NH:17][CH2:18][CH2:19]1.[Cl:1][c:2]1[n:3][cH:4][n:5][c:6]([NH:8][NH2:9])[cH:7]1.[OH2:20]>>[c:2]1([N:17]2[CH2:16][CH2:15][N:14]([CH2:13][CH2:12][O:11][CH3:10])[CH2:19][CH2:18]2)[n:3][cH:4][n:5][c:6]([NH:8][NH2:9])[cH:7]1. Reactants: CO, COC1=C(N=O)C(=O)NC1=Cc1ccccc1, Nc1ccccc1. The product is O=NC1=C(Nc2ccccc2)C(=Cc2ccccc2)NC1=O. RXN SMILES: [CH3:25][OH:26].[CH:1]([c:2]1[cH:3][cH:4][cH:5][cH:6][cH:7]1)=[C:8]1[C:9]([O:16][CH3:17])=[C:10]([N:14]=[O:15])[C:11](=[O:13])[NH:12]1.[NH2:18][c:19]1[cH:20][cH:21][cH:22][cH:23][cH:24]1>>[CH:1]([c:2]1[cH:3][cH:4][cH:5][cH:6][cH:7]1)=[C:8]1[C:9]([NH:18][c:19]2[cH:20][cH:21][cH:22][cH:23][cH:24]2)=[C:10]([N:14]=[O:15])[C:11](=[O:13])[NH:12]1. The product is ClC=1C(=CC(=NC1)NC1=CC(=NN1C(C)C)C)NC1=C(C(=O)NOC)C=CC=C1 (2-[(5-Chloro-2-{[3-methyl-1-(1-methylethyl)-1H-pyrazol-5-yl]amino}-4-pyridinyl)amino]-N-(methyloxy)benzamide). Reaction conditions: temperature 160 celsius. Reaction SMILES: Cl[C:2]1[CH:7]=[C:6]([NH:8][C:9]2[CH:19]=[CH:18][CH:17]=[CH:16][C:10]=2[C:11]([NH:13][O:14][CH3:15])=[O:12])[C:5]([Cl:20])=[CH:4][N:3]=1.[CH3:21][C:22]1[CH:26]=[C:25]([NH2:27])[N:24]([CH:28]([CH3:30])[CH3:29])[N:23]=1.C(=O)([O-])[O-].[Cs+].[Cs+].C1C=CC(P(C2C(C3C(P(C4C=CC=CC=4)C4C=CC=CC=4)=CC=C4C=3C=CC=C4)=C3C(C=CC=C3)=CC=2)C2C=CC=CC=2)=CC=1>C([O-])(=O)C.[Pd+2].C([O-])(=O)C>[Cl:20][C:5]1[C:6]([NH:8][C:9]2[CH:19]=[CH:18][CH:17]=[CH:16][C:10]=2[C:11]([NH:13][O:14][CH3:15])=[O:12])=[CH:7][C:2]([NH:27][C:25]2[N:24]([CH:28]([CH3:30])[CH3:29])[N:23]=[C:22]([CH3:21])[CH:26]=2)=[N:3][CH:4]=1 |f:2.3.4,6.7.8|. Yield: 16.1%. The reagents and catalysts are C(C)(=O)[O-].[Pd+2].C(C)(=O)[O-] (palladium(II) acetate). Procedure: A microwave tube was charged with 2-[(2,5-dichloro-4-pyridinyl)amino]-N-(methyloxy)benzamide (70 mg, 0.224 mmol), {3-methyl-1-(1-methylethyl)-1H-pyrazol-5-amine (70 mg, 0.503 mmol) and cesium carbonate (230 mg, 0.706 mmol). The reaction mixture was degassed with nitrogen for 10 min. At same time, BINAP (50 mg, 0.080 mmol) and palladium(II) acetate (10 mg, 0.045 mmol) were added. The reaction mixture was heated in a microwave at 160° C. for 40 min. The crude material was purified on reverse-phase... The reactants are ClC1=NC=C(C(=C1)NC1=C(C(=O)NOC)C=CC=C1)Cl (2-[(2,5-dichloro-4-pyridinyl)amino]-N-(methyloxy)benzamide), CC1=NN(C(=C1)N)C(C)C (3-methyl-1-(1-methylethyl)-1H-pyrazol-5-amine), C([O-])([O-])=O.[Cs+].[Cs+] (cesium carbonate), C=1C=CC(=CC1)P(C=2C=CC=CC2)C3=CC=C4C=CC=CC4=C3C5=C6C=CC=CC6=CC=C5P(C=7C=CC=CC7)C=8C=CC=CC8 (BINAP).